This data is from the Open Reaction Database (ORD), a public repository of structured organic reaction records. The task is: describe an organic reaction: reactants, conditions, products, and yield The reactants are C(C)(C)(C)OC(=O)N(CCCC1=CC=C(C=C1)F)C[C@H]1[C@@H](CCCC1)NC(=O)NC1=CC(=CC=C1)C1=NN=NN1C (N-((1R,2S)-2-{[tert-Butoxycarbonyl[3-(4-fluorophenyl)propyl]amino]methyl}cyclohexyl)-N′-[3-(1-methyl-1H-tetrazol-5-yl)phenyl]urea), Cl (HCl). Run in O1CCOCC1 (dioxane). Conditions: time 3 hour. Product: FC1=CC=C(C=C1)CCCNC[C@H]1[C@@H](CCCC1)NC(=O)NC1=CC(=CC=C1)C1=NN=NN1C (N-((1R,2S)-2-{[[3-(4-fluorophenyl)propyl]amino]methyl}cyclohexyl)-N′-[3-(1-methyl-1H-tetrazol-5-yl)phenyl]urea). Yield: 102.6%. As a reaction SMILES: C(OC([N:8]([CH2:19][C@@H:20]1[CH2:25][CH2:24][CH2:23][CH2:22][C@H:21]1[NH:26][C:27]([NH:29][C:30]1[CH:35]=[CH:34][CH:33]=[C:32]([C:36]2[N:40]([CH3:41])[N:39]=[N:38][N:37]=2)[CH:31]=1)=[O:28])[CH2:9][CH2:10][CH2:11][C:12]1[CH:17]=[CH:16][C:15]([F:18])=[CH:14][CH:13]=1)=O)(C)(C)C.Cl>O1CCOCC1>[F:18][C:15]1[CH:16]=[CH:17][C:12]([CH2:11][CH2:10][CH2:9][NH:8][CH2:19][C@@H:20]2[CH2:25][CH2:24][CH2:23][CH2:22][C@H:21]2[NH:26][C:27]([NH:29][C:30]2[CH:35]=[CH:34][CH:33]=[C:32]([C:36]3[N:40]([CH3:41])[N:39]=[N:38][N:37]=3)[CH:31]=2)=[O:28])=[CH:13][CH:14]=1. Procedure details: The product of Step j (90 mg) and 4N HCl in dioxane (50 mL) were mixed and stirred at room temperature for 3 hours. The reaction was stripped on the rotary evaporator and restripped twice from isopropanol on the rotary evaporator to yield 76 mg of a glass. MS (ESI) detects (M+H)+=466.3. Reactants: Cbz, PTFE, COC(C1=CC(=CC=C1)CN1C(NC(C1=O)(C)C1=CC(=CC=C1)C#CCNC(=O)OCC1=CC=CC=C1)=O)=O (3-{4-[3-(3-Benzyloxycarbonylamino-prop-1-ynyl)-phenyl]-4-methyl-2,5-dioxo-imidazolidin-1-ylmethyl}-benzoic acid methyl ester), C(C)(=O)O (acetic acid). The reagents and catalysts are [Pd] (Pd/C). Solvent: CO (MeOH). Product: COC(C1=CC(=CC=C1)CN1C(NC(C1=O)(C)C1=CC(=CC=C1)CCCN)=O)=O (3-{-4-[3-(3-Amino-propyl)-phenyl]-4-methyl-2,5-dioxo-imidazolidin-1-ylmethyl}-benzoic acid methyl ester). The yield is 101.2%. RXN SMILES: [CH3:1][O:2][C:3](=[O:39])[C:4]1[CH:9]=[CH:8][CH:7]=[C:6]([CH2:10][N:11]2[C:15](=[O:16])[C:14]([C:18]3[CH:23]=[CH:22][CH:21]=[C:20]([C:24]#[C:25][CH2:26][NH:27]C(OCC4C=CC=CC=4)=O)[CH:19]=3)([CH3:17])[NH:13][C:12]2=[O:38])[CH:5]=1.C(O)(=O)C>CO.[Pd]>[CH3:1][O:2][C:3](=[O:39])[C:4]1[CH:9]=[CH:8][CH:7]=[C:6]([CH2:10][N:11]2[C:15](=[O:16])[C:14]([C:18]3[CH:23]=[CH:22][CH:21]=[C:20]([CH2:24][CH2:25][CH2:26][NH2:27])[CH:19]=3)([CH3:17])[NH:13][C:12]2=[O:38])[CH:5]=1. Procedure details: A solution of the Cbz-protected propargylamine 3 (580 mg, 1.1 mmol) and acetic acid (50 μL) in MeOH (10 mL) was stirred over 10% Pd/C (284 mg) under an atmosphere of hydrogen (50 psi) for 18 h. The suspension was passed through a PTFE-filter and the resulting filtrate concentrated under vacuum to give the desired material as a yellow solid (440 mg, 100%). 1H NMR (400 MHz, CDCl3) δ 8.32 (bs, 1H), 8.05 (bs, 2H), 7.83-7.88 (m, 2H), 7.34-7.41 (m, 3H), 7.27 (m, 1H), 7.14 (m, 1H), 6.95 (m, 1H), 4.57 (... The reactants are CCOC(=O)c1oc2ccc(Cl)c(O)c2c1C, CI, [K+], [K+], O=C([O-])[O-], CN(C)C=O. Yields the product CCOC(=O)c1oc2ccc(Cl)c(OC)c2c1C. RXN SMILES: [CH2:1]([CH3:2])[O:3][C:4](=[O:5])[c:6]1[o:7][c:8]2[c:9]([c:10]1[CH3:11])[c:12]([OH:17])[c:13]([Cl:16])[cH:14][cH:15]2.[I:18][CH3:19].[K+:20].[K+:21].[O-:22][C:23]([O-:24])=[O:25].[O:26]=[CH:27][N:28]([CH3:29])[CH3:30]>>[CH2:1]([CH3:2])[O:3][C:4](=[O:5])[c:6]1[o:7][c:8]2[c:9]([c:10]1[CH3:11])[c:12]([O:17][CH3:23])[c:13]([Cl:16])[cH:14][cH:15]2.